From a dataset of the Open Reaction Database (ORD), a public repository of structured organic reaction records. describe an organic reaction: reactants, conditions, products, and yield The reactants are C1(=CC=CC=C1)N=C=O (Phenylisocyanate), CC(C)C1=C(C(=CC=C1)C(C)C)NC(CNCC1(CCCC1)C1=CC=CC=C1)=O (N-[2,6-bis(1-Methylethyl)phenyl]-2-[[(1-phenylcyclopentyl)methyl]amino]acetamide). Solvent: C(C)(=O)OCC (ethyl acetate). Run at time 4 day. The product is CC(C)C1=C(C(=CC=C1)C(C)C)NC(CN(CC1(CCCC1)C1=CC=CC=C1)C(=O)NC1=CC=CC=C1)=O (N-(2,6-bis(1-Methylethyl)phenyl]-2-[[(phenylamino)carbonyl][(1-phenylcyclopentyl)methyl]amino]-acetamide). RXN SMILES: [C:1]1([N:7]=[C:8]=[O:9])[CH:6]=[CH:5][CH:4]=[CH:3][CH:2]=1.[CH3:10][CH:11]([C:13]1[CH:18]=[CH:17][CH:16]=[C:15]([CH:19]([CH3:21])[CH3:20])[C:14]=1[NH:22][C:23](=[O:38])[CH2:24][NH:25][CH2:26][C:27]1([C:32]2[CH:37]=[CH:36][CH:35]=[CH:34][CH:33]=2)[CH2:31][CH2:30][CH2:29][CH2:28]1)[CH3:12]>C(OCC)(=O)C>[CH3:12][CH:11]([C:13]1[CH:18]=[CH:17][CH:16]=[C:15]([CH:19]([CH3:20])[CH3:21])[C:14]=1[NH:22][C:23](=[O:38])[CH2:24][N:25]([C:8]([NH:7][C:1]1[CH:6]=[CH:5][CH:4]=[CH:3][CH:2]=1)=[O:9])[CH2:26][C:27]1([C:32]2[CH:33]=[CH:34][CH:35]=[CH:36][CH:37]=2)[CH2:31][CH2:30][CH2:29][CH2:28]1)[CH3:10]. Reported procedure: Phenylisocyanate (0.092 g) was added to a solution of the product of Example 6 (0.250 g) in a few mL ethyl acetate at room temperature. The reaction mixture was allowed to sit 4 days at room temperature, concentrated, and the resulting white solid collected by filtration from a slurry in hexane. 0.30 g (94%). NMR (CDCl3) δ 1.14 (12H, d), δ 1.59-2.10 (8H, m), δ 3.04 (2H, m), δ 3.61 (2H, s), δ 4.12 (2H, bs), δ 5.55 (1H, s), δ 6.77-7.51 (13H, m), δ 8.26 (1H, bs). IR (KBr) 2963, 2871, 1668, 1599, 15... Reactants: CC1CC2C3CCC4=CC(=O)CCC4=C3C(c3ccc(Br)cc3)CC2(C)C1C(=O)C1CC1, CCCC[Sn](CCCC)(CCCC)c1ncccn1. The product is CC1CC2C3CCC4=CC(=O)CCC4=C3C(c3ccc(-c4ncccn4)cc3)CC2(C)C1C(=O)C1CC1. Reaction SMILES: [Br:1][c:2]1[cH:3][cH:4][c:5]([CH:8]2[C:9]3=[C:10]4[CH2:11][CH2:12][C:13](=[O:32])[CH:14]=[C:15]4[CH2:16][CH2:17][CH:18]3[CH:19]3[CH2:20][CH:21]([CH3:31])[CH:22]([C:26](=[O:27])[CH:28]4[CH2:29][CH2:30]4)[C:23]3([CH3:24])[CH2:25]2)[cH:6][cH:7]1.[CH2:33]([Sn:34]([CH2:35][CH2:36][CH2:37][CH3:44])([c:38]1[n:39][cH:40][cH:41][cH:42][n:43]1)[CH2:45][CH2:46][CH2:47][CH3:48])[CH2:49][CH2:50][CH3:51]>>[c:2]1(-[c:38]2[n:39][cH:40][cH:41][cH:42][n:43]2)[cH:3][cH:4][c:5]([CH:8]2[C:9]3=[C:10]4[CH2:11][CH2:12][C:13](=[O:32])[CH:14]=[C:15]4[CH2:16][CH2:17][CH:18]3[CH:19]3[CH2:20][CH:21]([CH3:31])[CH:22]([C:26](=[O:27])[CH:28]4[CH2:29][CH2:30]4)[C:23]3([CH3:24])[CH2:25]2)[cH:6][cH:7]1. Run in CCO (EtOH). Yields the product C(C1=CC=CC=C1)OC=1C=C2C=CC=C(C2=CC1)N (6-Benzyloxy-naphthalen-1 -ylamine). Reactants: C(C1=CC=CC=C1)OC=1C=C2C=CC=C(C2=CC1)NC(C)=O (N-(6-benzyloxy-naphthalen-1-yl)-acetamide), [OH-].[K+] (potassium hydroxide), O (H2O). As a reaction SMILES: [CH2:1]([O:8][C:9]1[CH:10]=[C:11]2[C:16](=[CH:17][CH:18]=1)[C:15]([NH:19]C(=O)C)=[CH:14][CH:13]=[CH:12]2)[C:2]1[CH:7]=[CH:6][CH:5]=[CH:4][CH:3]=1.[OH-].[K+].O>CCO>[CH2:1]([O:8][C:9]1[CH:10]=[C:11]2[C:16](=[CH:17][CH:18]=1)[C:15]([NH2:19])=[CH:14][CH:13]=[CH:12]2)[C:2]1[CH:3]=[CH:4][CH:5]=[CH:6][CH:7]=1 |f:1.2|. Procedure details: A solution of N-(6-benzyloxy-naphthalen-1-yl)-acetamide (5.0 grams, 17 mmol) and potassium hydroxide (2.88 grams, 51 mmol) in EtOH (35 mL)/H2O (25 mL) was heated at 93° C. for 17 hours. After cooling to room temperature, the reaction mixture was concentrated in vacuo. The residue was diluted with saturated aqueous NaCl (25 mL) and extracted with EtOAc (5×100 mL). The combined organic extracts were dried over MgSO4 and concentrated in vacuo. The crude residue was chromatographed on SiO2 -gel usin... Starting materials: COc1ccc(NC(=O)Oc2ccccc2)cn1, CS(C)=O, CCN(C(C)C)C(C)C, Cl, FC(F)(F)c1ccc(Oc2cccc(C=C3CCNCC3)c2)nc1. The product is COc1ccc(NC(=O)N2CCC(=Cc3cccc(Oc4ccc(C(F)(F)F)cn4)c3)CC2)cn1. RXN SMILES: [CH3:26][O:27][c:28]1[cH:29][cH:30][c:31]([NH:34][C:35]([O:36][c:38]2[cH:39][cH:40][cH:41][cH:42][cH:43]2)=[O:37])[cH:32][n:33]1.[CH3:53][S:54]([CH3:55])=[O:56].[CH:44]([N:45]([CH:46]([CH3:47])[CH3:48])[CH2:49][CH3:50])([CH3:51])[CH3:52].[ClH:1].[NH:2]1[CH2:3][CH2:4][C:5](=[CH:8][c:9]2[cH:10][c:11]([O:12][c:13]3[n:14][cH:15][c:16]([C:19]([F:20])([F:21])[F:22])[cH:17][cH:18]3)[cH:23][cH:24][cH:25]2)[CH2:6][CH2:7]1>>[N:2]1([C:35]([NH:34][c:31]2[cH:30][cH:29][c:28]([O:27][CH3:26])[n:33][cH:32]2)=[O:36])[CH2:3][CH2:4][C:5](=[CH:8][c:9]2[cH:10][c:11]([O:12][c:13]3[n:14][cH:15][c:16]([C:19]([F:20])([F:21])[F:22])[cH:17][cH:18]3)[cH:23][cH:24][cH:25]2)[CH2:6][CH2:7]1. Starting materials: [N+](=O)([O-])C1=CC=C(C=C1)S(=O)(=O)NC1=C(C=CC=C1)C (4-Nitro-N-o-tolyl-benzenesulfonamide), NC1=CC=C(C=C1)C (p-toluidine). The product is [N+](=O)([O-])C1=CC=C(C=C1)S(=O)(=O)NC1=CC=C(C=C1)C (4-Nitro-N-p-tolyl-benzenesulfonamide). The yield is 97.0%. As a reaction SMILES: [N+:1]([C:4]1[CH:9]=[CH:8][C:7]([S:10]([NH:13][C:14]2[CH:19]=[CH:18][CH:17]=[CH:16][C:15]=2[CH3:20])(=[O:12])=[O:11])=[CH:6][CH:5]=1)([O-:3])=[O:2].NC1C=CC(C)=CC=1>>[N+:1]([C:4]1[CH:5]=[CH:6][C:7]([S:10]([NH:13][C:14]2[CH:15]=[CH:20][C:17]([CH3:16])=[CH:18][CH:19]=2)(=[O:11])=[O:12])=[CH:8][CH:9]=1)([O-:3])=[O:2]. Reported procedure: (RK1-1-29)I This compound was prepared according to the procedure described for compound 11a except using p-toluidine to obtain required product as a yellow solid, (256 mg, 97%). Mp=170-172° C. (lit 184-184.5° C. Bioorganic and Medicinal Chemistry 15(2), 1014-1021; 2007); 1H NMR (400 MHz, CDCl3) δ 8.27 (d, J=9.0 Hz, 2H), 7.88 (d, J=9.0 Hz, 2H), 7.08 (d, J=8.2 Hz, 2H), 6.94 (d, J=8.2 Hz, 2H), 6.41 (bs, 1H), 2.30 (s, 3H). Starting materials: CC(C)(C)[S@@](=O)N ((R)-(+)-2-methyl-2-propanesulfinamide), FC=1C=C(C=CC1C=1SC2=NC(=CC=C2N1)C1(CC1)C1=CC=CC=C1)C(C)=O (1-(3-Fluoro-4-(5-(1-phenylcyclopropyl)thiazolo[5,4-b]pyridin-2-yl)phenyl)ethanone), CC(C)(C)[S@@](=O)N ((R)-(+)-2-methyl-2-propanesulfinamide), solution, CCC([BH-](C(CC)C)C(CC)C)C.[Li+] (L-Selectride), CO (MeOH). Reagents/catalysts: [O-]CC.[Ti+4].[O-]CC.[O-]CC.[O-]CC (titanium (iv) ethoxide), [O-]CC.[Ti+4].[O-]CC.[O-]CC.[O-]CC (titanium (iv) ethoxide). The solvent is [Cl-].[Na+].O (brine), C1CCOC1 (THF). Run at temperature 70 celsius, time 18 hour. Product: FC=1C=C(C=CC1C=1SC2=NC(=CC=C2N1)C1(CC1)C1=CC=CC=C1)C(C)N[S@@](=O)C(C)(C)C ((S)-N-(1-(3-fluoro-4-(5-(1-phenylcyclopropyl)-thiazolo[5,4-b]pyridin-2-yl)phenyl)-ethyl)-2-methylpropane-2-sulfinamide). As a reaction SMILES: [F:1][C:2]1[CH:3]=[C:4]([C:26](=O)[CH3:27])[CH:5]=[CH:6][C:7]=1[C:8]1[S:9][C:10]2[C:15]([N:16]=1)=[CH:14][CH:13]=[C:12]([C:17]1([C:20]3[CH:25]=[CH:24][CH:23]=[CH:22][CH:21]=3)[CH2:19][CH2:18]1)[N:11]=2.[CH3:29][C:30]([S@:33]([NH2:35])=[O:34])([CH3:32])[CH3:31].CCC(C)[BH-](C(C)CC)C(C)CC.[Li+].CO>C1COCC1.[Cl-].[Na+].O.[O-]CC.[Ti+4].[O-]CC.[O-]CC.[O-]CC>[F:1][C:2]1[CH:3]=[C:4]([CH:26]([NH:35][S@:33]([C:30]([CH3:32])([CH3:31])[CH3:29])=[O:34])[CH3:27])[CH:5]=[CH:6][C:7]=1[C:8]1[S:9][C:10]2[C:15]([N:16]=1)=[CH:14][CH:13]=[C:12]([C:17]1([C:20]3[CH:25]=[CH:24][CH:23]=[CH:22][CH:21]=3)[CH2:19][CH2:18]1)[N:11]=2 |f:2.3,6.7.8,9.10.11.12.13|. Procedure details: 1-(3-Fluoro-4-(5-(1-phenylcyclopropyl)thiazolo[5,4-b]pyridin-2-yl)phenyl)ethanone (0.48 g, 1.2 mmol) was added to a solution of (R)-(+)-2-methyl-2-propanesulfinamide ((0.150 g, 1.2 mmol), titanium (iv) ethoxide (0.510 mL, 2.48 mmol) in THF (5 mL). The reaction mixture was heated to 70° C. for 2 h at which point additional (R)-(+)-2-methyl-2-propanesulfinamide (0.150 g, 1.2 mmol) and titanium (iv) ethoxide (0.51 mL, 2.48 mmol) were added and the reaction mixture was allowed to stir for 18 h at 70...